The task is: describe an organic reaction: reactants, conditions, products, and yield. This data is from the Open Reaction Database (ORD), a public repository of structured organic reaction records. Starting materials: C1(CC1)N(S(=O)(=O)CCC)CCO (propane-1-sulfonic acid cyclopropyl-(2-hydroxy-ethyl)-amide), C(CC)S(=O)(=O)Cl (propane-1-sulfonyl chloride). The reagents and catalysts are CN(C)C=1C=CN=CC1 (DMAP). The solvent is C(Cl)Cl (CH2Cl2), C(Cl)Cl (CH2Cl2), C(Cl)Cl (CH2Cl2). The product is C1(CC1)N(CCOS(=O)(=O)CCC)S(=O)(=O)CCC (Propane-1-sulfonic acid 2-[cyclopropyl-(propane-1-sulfonyl)-amino]ethyl ester). The yield is 78.8%. RXN SMILES: [CH:1]1([N:4]([CH2:11][CH2:12][OH:13])[S:5]([CH2:8][CH2:9][CH3:10])(=[O:7])=[O:6])[CH2:3][CH2:2]1.[CH2:14]([S:17](Cl)(=[O:19])=[O:18])[CH2:15][CH3:16]>C(Cl)Cl.CN(C1C=CN=CC=1)C>[CH:1]1([N:4]([S:5]([CH2:8][CH2:9][CH3:10])(=[O:7])=[O:6])[CH2:11][CH2:12][O:13][S:17]([CH2:14][CH2:15][CH3:16])(=[O:19])=[O:18])[CH2:3][CH2:2]1. Procedure: To a solution of propane-1-sulfonic acid cyclopropyl-(2-hydroxy-ethyl)-amide (150 mg, 0.8 mmol) in CH2Cl2 and DMAP (97 mg, 0.8 mmol) was added dropwise a solution of propane-1-sulfonyl chloride (97 mg, 0.8 mmol) in CH2Cl2. The resulting mixture was stirred at room temperature over night, diluted with 50 ml of CH2Cl2, extracted subsequently with water, 1 M HCl, and brine, tried over Na2SO4, filtered and the solvent evaporated to obtain 197.5 mg of product which was used in the next step without f... Starting materials: [Li+].[OH-] (LiOH), COC(CC=1SC(=CC1)C1=C(C=CC=C1)NC(=O)C=1C(=CC=CC1)C1=CC(=C(C(=C1)OC)OC)OC)=O ((5-{2-[(3′,4′,5′-Trimethoxy-biphenyl-2-carbonyl)-amino]-phenyl}-thiophen-2-yl)-acetic acid methyl ester), Cl (HCl). The solvent is CC#N (MeCN). The product is COC=1C=C(C=C(C1OC)OC)C=1C(=CC=CC1)C(=O)NC1=C(C=CC=C1)C1=CC=C(S1)CC(=O)O ((5-{2-[(3′,4′,5′-Trimethoxy-biphenyl-2-carbonyl)-amino]-phenyl}-thiophen-2-yl)-acetic acid). Isolated yield 99.3%. RXN SMILES: C[O:2][C:3](=[O:37])[CH2:4][C:5]1[S:6][C:7]([C:10]2[CH:15]=[CH:14][CH:13]=[CH:12][C:11]=2[NH:16][C:17]([C:19]2[C:20]([C:25]3[CH:30]=[C:29]([O:31][CH3:32])[C:28]([O:33][CH3:34])=[C:27]([O:35][CH3:36])[CH:26]=3)=[CH:21][CH:22]=[CH:23][CH:24]=2)=[O:18])=[CH:8][CH:9]=1.[Li+].[OH-].Cl>CC#N>[CH3:32][O:31][C:29]1[CH:30]=[C:25]([C:20]2[C:19]([C:17]([NH:16][C:11]3[CH:12]=[CH:13][CH:14]=[CH:15][C:10]=3[C:7]3[S:6][C:5]([CH2:4][C:3]([OH:37])=[O:2])=[CH:9][CH:8]=3)=[O:18])=[CH:24][CH:23]=[CH:22][CH:21]=2)[CH:26]=[C:27]([O:35][CH3:36])[C:28]=1[O:33][CH3:34] |f:1.2|. Reported procedure: Dissolve (5-{2-[(3′,4′,5′-Trimethoxy-biphenyl-2-carbonyl)-amino]-phenyl}-thiophen-2-yl)-acetic acid methyl ester (85) (56 mg, 0.11 mmol) in MeCN (3.8 mL) at rt and add 1M aqu LiOH (76 μL, 0.76 mmol). Stir reaction mixture 18 h at rt. Quench reaction mixture (cooling bath) with 2M aqu. HCl. Extract the mixture with EtOAc (3×), wash the combined organic layer with brine and dry with Na2SO4 to obtain (5-{2-[(3′,4′,5′-Trimethoxy-biphenyl-2-carbonyl)-amino]-phenyl}-thiophen-2-yl)-acetic acid (86) (55... Reactants: C(C)OC(CNC1=C(C=C(C(=C1)N1C=NC=C1)C#N)[N+](=O)[O-])=O (N-[4-cyano-5-(1H-imidazol-1-yl)-2-nitrophenyl]glycine ethyl ester), C1CCOC1 (THF), CO (methanol). Reagents/catalysts: [C].[Pd] (palladium-carbon). The product is C(#N)C=1C=C2NC(C(N(C2=CC1N1C=NC=C1)CC(=O)OCC)=O)=O (ethyl 2-[6-cyano-2,3-dioxo-7-(1H-imidazol-1-yl)-1,2,3,4-tetrahydroquinoxalin-1-yl]acetate). Yield: 50.0%. Reaction SMILES: [CH2:1]([O:3][C:4](=[O:23])[CH2:5][NH:6][C:7]1[CH:12]=[C:11]([N:13]2[CH:17]=[CH:16][N:15]=[CH:14]2)[C:10]([C:18]#[N:19])=[CH:9][C:8]=1[N+:20]([O-])=O)[CH3:2].[CH2:24]1[CH2:28][O:27]CC1.C[OH:30]>[C].[Pd]>[C:18]([C:10]1[CH:9]=[C:8]2[C:7](=[CH:12][C:11]=1[N:13]1[CH:17]=[CH:16][N:15]=[CH:14]1)[N:6]([CH2:5][C:4]([O:3][CH2:1][CH3:2])=[O:23])[C:28](=[O:27])[C:24](=[O:30])[NH:20]2)#[N:19] |f:3.4|. Procedure: A mixture of 2.00 g of N-[4-cyano-5-(1H-imidazol-1-yl)-2-nitrophenyl]glycine ethyl ester, 40 ml of THF, 8 ml of methanol and 200 mg of 10% palladium-carbon was stirred under a hydrogen gas atmosphere to reduce the nitro group. The reaction mixture was filtered and the filtrate was concentrated under reduced pressure. Then, 50 ml of chloroform and 4.43 ml of triethylamine were added to the resulting residue, followed by the dropwise addition of 1.69 ml of ethyl chloroglyoxylate under ice-cooling.... Reactants: S1C=NC2=C1C=C(C=C2)N2C(N(CC2)C=2C=NC=CC2C=O)=O (3-(3-benzothiazol-6-yl-2-oxo-imidazolidin-1-yl)-pyridine-4-carbaldehyde), [BH-](OC(=O)C)(OC(=O)C)OC(=O)C.[Na+] (NaBH(OAc)3), CC1=CC(=NN1)N (5-methyl-1H-pyrazol-3-ylamine). Solvent: C(C)(=O)O (acetic acid). Yields the product S1C=NC2=C1C=C(C=C2)N2C(N(CC2)C=2C=NC=CC2CNC2=NNC(=C2)C)=O (1-Benzothiazol-6-yl-3-{4-[(5-methyl-1H-pyrazol-3-ylamino)-methyl]-pyridin-3-yl}-imidazolidin-2-one). Isolated yield 3.2%. As a reaction SMILES: [S:1]1[C:5]2[CH:6]=[C:7]([N:10]3[CH2:14][CH2:13][N:12]([C:15]4[CH:16]=[N:17][CH:18]=[CH:19][C:20]=4[CH:21]=O)[C:11]3=[O:23])[CH:8]=[CH:9][C:4]=2[N:3]=[CH:2]1.[BH-](OC(C)=O)(OC(C)=O)OC(C)=O.[Na+].[CH3:38][C:39]1[NH:43][N:42]=[C:41]([NH2:44])[CH:40]=1>C(O)(=O)C>[S:1]1[C:5]2[CH:6]=[C:7]([N:10]3[CH2:14][CH2:13][N:12]([C:15]4[CH:16]=[N:17][CH:18]=[CH:19][C:20]=4[CH2:21][NH:44][C:41]4[CH:40]=[C:39]([CH3:38])[NH:43][N:42]=4)[C:11]3=[O:23])[CH:8]=[CH:9][C:4]=2[N:3]=[CH:2]1 |f:1.2|. Procedure: 3-(3-benzothiazol-6-yl-2-oxo-imidazolidin-1-yl)-pyridine-4-carbaldehyde (I-177b: 100 mg, 0.308 mmol) was reacted with NaBH(OAc)3 (131 mg, 0.616 mmol), 5-methyl-1H-pyrazol-3-ylamine (40 mg, 0.370 mmol) and acetic acid (10 mL) to afford the crude product. Purification by column chromatography on silica gel (5% MeOH in CHCl3), followed by preparative HPLC afforded 4 mg of the product (7.7% yield). Starting materials: O=C([O-])[O-], COC(=O)COc1ccc(S)c2c1CCCO2, CC#N, Cc1nc(-c2ccc(C(F)(F)F)cc2)sc1CCl, [Cs+], [Cs+]. The product is COC(=O)COc1ccc(SCc2sc(-c3ccc(C(F)(F)F)cc3)nc2C)c2c1CCCO2. RXN SMILES: [C:36](=[O:37])([O-:38])[O-:39].[CH3:1][O:2][C:3]([CH2:4][O:5][c:6]1[c:7]2[c:12]([c:13]([SH:16])[cH:14][cH:15]1)[O:11][CH2:10][CH2:9][CH2:8]2)=[O:17].[CH3:42][C:43]#[N:44].[Cl:18][CH2:19][c:20]1[c:21]([CH3:35])[n:22][c:23](-[c:25]2[cH:26][cH:27][c:28]([C:31]([F:32])([F:33])[F:34])[cH:29][cH:30]2)[s:24]1.[Cs+:40].[Cs+:41]>>[CH3:1][O:2][C:3]([CH2:4][O:5][c:6]1[c:7]2[c:12]([c:13]([S:16][CH2:19][c:20]3[c:21]([CH3:35])[n:22][c:23](-[c:25]4[cH:26][cH:27][c:28]([C:31]([F:32])([F:33])[F:34])[cH:29][cH:30]4)[s:24]3)[cH:14][cH:15]1)[O:11][CH2:10][CH2:9][CH2:8]2)=[O:17].